Dataset: the Open Reaction Database (ORD), a public repository of structured organic reaction records. Task: describe an organic reaction: reactants, conditions, products, and yield The reactants are Cl (HCl), C1(CCCCC1)N=C=NC1CCCCC1 (dicyclohexylcarbodiimide), ON1N=NC2=C1C=CC=C2 (1-hydroxybenzotriazole), N[C@@H](CCCNC(NS(=O)(=O)C1=CC=C(C)C=C1)=N)C(=O)N1[C@H](C(=O)N[C@@H](C)C(=O)OCC2=CC=CC=C2)CCC1 (Arg(Tos)-Pro-Ala-OBzl), N[C@@H](CCCNC(NS(=O)(=O)C1=CC=C(C)C=C1)=N)C(=O)N1[C@H](C(=O)N[C@@H](C)C(=O)OCC2=CC=CC=C2)CCC1 (Arg(Tos)-Pro-Ala-OBzl), N([C@@H](C)C(=O)O)C(=O)OC(C)(C)C (Boc-Ala-OH), Cl (HCl). The solvent is C(Cl)(Cl)Cl.CO (chloroform methanol), O1CCCC1 (tetrahydrofuran), O1CCCC1 (tetrahydrofuran). Reaction conditions: temperature 0 celsius, time 6 hour. Yields the product N([C@@H](C)C(=O)N[C@@H](CCCNC(NS(=O)(=O)C1=CC=C(C)C=C1)=N)C(=O)N1[C@H](C(=O)N[C@@H](C)C(=O)OCC2=CC=CC=C2)CCC1)C(=O)OC(C)(C)C (Boc-Ala-Arg(Tos)-Pro-Ala-OBzl). The yield is 54.0%. Reaction SMILES: Cl.[NH2:2][C@H:3]([C:21]([N:23]1[CH2:42][CH2:41][CH2:40][C@H:24]1[C:25]([NH:27][C@H:28]([C:30]([O:32][CH2:33][C:34]1[CH:39]=[CH:38][CH:37]=[CH:36][CH:35]=1)=[O:31])[CH3:29])=[O:26])=[O:22])[CH2:4][CH2:5][CH2:6][NH:7][C:8](=[NH:20])[NH:9][S:10]([C:13]1[CH:19]=[CH:18][C:16]([CH3:17])=[CH:15][CH:14]=1)(=[O:12])=[O:11].[NH:43]([C:49]([O:51][C:52]([CH3:55])([CH3:54])[CH3:53])=[O:50])[C@H:44]([C:46](O)=[O:47])[CH3:45].ON1C2C=CC=CC=2N=N1.C1(N=C=NC2CCCCC2)CCCCC1>O1CCCC1.C(Cl)(Cl)Cl.CO>[NH:43]([C:49]([O:51][C:52]([CH3:53])([CH3:55])[CH3:54])=[O:50])[C@H:44]([C:46]([NH:2][C@H:3]([C:21]([N:23]1[CH2:42][CH2:41][CH2:40][C@H:24]1[C:25]([NH:27][C@H:28]([C:30]([O:32][CH2:33][C:34]1[CH:39]=[CH:38][CH:37]=[CH:36][CH:35]=1)=[O:31])[CH3:29])=[O:26])=[O:22])[CH2:4][CH2:5][CH2:6][NH:7][C:8](=[NH:20])[NH:9][S:10]([C:13]1[CH:14]=[CH:15][C:16]([CH3:17])=[CH:18][CH:19]=1)(=[O:11])=[O:12])=[O:47])[CH3:45] |f:6.7|. Procedure details: At 0° C. the solution of 45 mg (0.072 mmol) of HCl.Arg(Tos)-Pro-Ala-OBzl in 15 ml of anhydrous tetrahydrofuran was adjusted to pH 9, to which the pre-cold solution of 15 mg (0.079 mmol) Boc-Ala-OH, 10 mg (0.074 mmol) of 1-hydroxybenzotriazole and 16 mg (0.077 mmol) of dicyclohexylcarbodiimide in 20 ml of anhydrous tetrahydrofuran was added. The reaction mixture was stirred at 0° C. for 2 h and at room temperature for 6 h and TLC (chloroform/methanol, 30:1) indicated complete disappearance of HCl...